From a dataset of the Open Reaction Database (ORD), a public repository of structured organic reaction records. describe an organic reaction: reactants, conditions, products, and yield Reactants: Cc1ccccc1N1CCc2c1c1cccc(C)c1[nH]c2=O, [Na+], c1ccc(Oc2ccccc2)cc1, [OH-], NP(N)(=O)Oc1ccccc1. Product: Cc1ccccc1N1CCc2c(N)nc3c(C)cccc3c21. RXN SMILES: [CH3:1][c:2]1[c:3]([N:8]2[CH2:9][CH2:10][c:11]3[c:12](=[O:22])[nH:13][c:14]4[c:15]([CH3:21])[cH:16][cH:17][cH:18][c:19]4[c:20]32)[cH:4][cH:5][cH:6][cH:7]1.[Na+:35].[O:36]([c:37]1[cH:38][cH:39][cH:40][cH:41][cH:42]1)[c:43]1[cH:44][cH:45][cH:46][cH:47][cH:48]1.[OH-:34].[P:23]([NH2:24])(=[O:25])([O:26][c:27]1[cH:28][cH:29][cH:30][cH:31][cH:33]1)[NH2:32]>>[CH3:1][c:2]1[c:3]([N:8]2[CH2:9][CH2:10][c:11]3[c:12]([NH2:32])[n:13][c:14]4[c:15]([CH3:21])[cH:16][cH:17][cH:18][c:19]4[c:20]32)[cH:4][cH:5][cH:6][cH:7]1. RXN SMILES: [C:1]([C:4]1[CH:5]=[C:6]([CH:11]([CH3:14])[CH2:12][OH:13])[CH:7]=[CH:8][C:9]=1[OH:10])(=[O:3])[CH3:2].[H-].[Na+].[C:17](OCC)(=[O:20])[CH2:18]C.Cl>CN(C)P(N(C)C)(N(C)C)=O>[OH:10][C:9]1[CH:8]=[CH:7][C:6]([CH:11]([CH3:14])[CH2:12][OH:13])=[CH:5][C:4]=1[C:1](=[O:3])[CH2:2][O:20][CH2:17][CH3:18] |f:1.2|. Run at time 2 hour. Procedure details: 2-(3-Acetyl-4-hydroxyphenyl)propan-1-ol (15.0 g; 0.077 mol) was dissolved in hexamethylphosphoramide (150 ml) and slowly added to a stirred slurry of sodium hydride (10.0 g; 0.417 mol) in hexamethylphosphoramide (40 ml) at a rate sufficient to maintain the temperature below 25° C. Ethyl propionate (20.0 g; 0.2 mol) was added and the mixture stirred for 2 hours before pouring into 2N hydrochloric acid (600 ml). The solution was extracted with ether (2×300 ml) and the extracts evaporated to give 2... The reactants are [H-].[Na+] (sodium hydride), Cl (hydrochloric acid), C(C)(=O)C=1C=C(C=CC1O)C(CO)C (2-(3-Acetyl-4-hydroxyphenyl)propan-1-ol), C(CC)(=O)OCC (Ethyl propionate). Run in CN(P(=O)(N(C)C)N(C)C)C (hexamethylphosphoramide), CN(P(=O)(N(C)C)N(C)C)C (hexamethylphosphoramide). The product is OC1=C(C=C(C=C1)C(CO)C)C(COCC)=O (2-[4-hydroxy-3-(3-oxapentanoyl)phenyl]propan-1-ol). Reactants: O.C(#N)NC(SC)=NCCSCC=1N=CNC1C (N-cyano-N'-{2-[(5-methylimidazol-4-yl)-methylthio]-ethyl}-S-methylisothiourea monohydrate), CN (methylamine). Run in O (water). Reaction conditions: temperature 90 celsius, time 2.5 hour. Product: CNC(=NC#N)NCCSCC=1N=CNC1C (N-methyl-N'-{2-[(5-methylimidazol-4-yl)-methylthio]-ethyl}-N"-cyanoguanidine). RXN SMILES: O.[C:2]([NH:4][C:5](=[N:8][CH2:9][CH2:10][S:11][CH2:12][C:13]1[N:14]=[CH:15][NH:16][C:17]=1[CH3:18])SC)#[N:3].[CH3:19][NH2:20]>O>[CH3:19][NH:20][C:5]([NH:8][CH2:9][CH2:10][S:11][CH2:12][C:13]1[N:14]=[CH:15][NH:16][C:17]=1[CH3:18])=[N:4][C:2]#[N:3] |f:0.1|. Reported procedure: N-cyano-N'-{2-[(5-methylimidazol-4-yl)-methylthio]-ethyl}-S-methylisothiourea monohydrate (14.35 g; 0.05 mole) is suspended in distilled water (50 ml), stirred and heated. At a bath temperature of 50° C., aqueous methylamine solution (18.5 ml containing 411 g/liter of methylamine, i.e. 0.245 mole equal to 4.9 equivalents) is added. The evolving gas is led to an equipment for destruction (annihilation). The reaction mixture is kept in a bath of 50°-55° C. for 2.5 hours. Initially, the mixture bec... Starting materials: CC(C)(C)OC(=O)c1c(N)sc2c1CC(CN1C(=O)c3ccccc3C1=O)OC2, CCO, NN. The product is CC(C)(C)OC(=O)c1c(N)sc2c1CC(CN)OC2. As a reaction SMILES: [C:1]([CH3:2])([CH3:3])([CH3:4])[O:5][C:6](=[O:7])[c:8]1[c:9]([NH2:29])[s:10][c:11]2[c:16]1[CH2:15][CH:14]([CH2:17][N:18]1[C:19](=[O:20])[c:21]3[c:22]([cH:23][cH:24][cH:25][cH:26]3)[C:27]1=[O:28])[O:13][CH2:12]2.[CH3:32][CH2:33][OH:34].[NH2:30][NH2:31]>>[C:1]([CH3:2])([CH3:3])([CH3:4])[O:5][C:6](=[O:7])[c:8]1[c:9]([NH2:29])[s:10][c:11]2[c:16]1[CH2:15][CH:14]([CH2:17][NH2:18])[O:13][CH2:12]2. Reactants: Cl (hydrochloric acid), BrC1=CC=C(C=C1)O (4-Bromophenol), [OH-].[Na+] (sodium hydroxide), ClC1=NC=C(C=C1)[N+](=O)[O-] (2-chloro-5-nitropyridine). Reagents/catalysts: [Br-].C(CCC)[N+](CCCC)(CCCC)CCCC (tetrabutylammonium bromide). The solvent is C1(=CC=CC=C1)C (toluene), O (water). Conditions: time 30 minute. The product is BrC1=CC=C(OC2=NC=C(C=C2)[N+](=O)[O-])C=C1 (2-(4-bromo-phenoxy)-5-nitro-pyridine). Yield: 63.5%. RXN SMILES: [Br:1][C:2]1[CH:7]=[CH:6][C:5]([OH:8])=[CH:4][CH:3]=1.[OH-].[Na+].Cl[C:12]1[CH:17]=[CH:16][C:15]([N+:18]([O-:20])=[O:19])=[CH:14][N:13]=1.Cl>[Br-].C([N+](CCCC)(CCCC)CCCC)CCC.O.C1(C)C=CC=CC=1>[Br:1][C:2]1[CH:7]=[CH:6][C:5]([O:8][C:12]2[CH:17]=[CH:16][C:15]([N+:18]([O-:20])=[O:19])=[CH:14][N:13]=2)=[CH:4][CH:3]=1 |f:1.2,5.6|. Procedure details: 4-Bromophenol (5.5 g, 32 mmol) was added to 42 mL of 50% w/w aqueous sodium hydroxide. After stirring for 30 min, 44 mL of toluene was added, followed by 2-chloro-5-nitropyridine (5.0 g, 32 mmol) and tetrabutylammonium bromide (10 g, 32 mmol). After stirring for 1.5 hours at 23° C., the mixture was diluted with 200 mL of water, neutralized with 12M aqueous hydrochloric acid and the mixture was extracted 3× with ether. The combined organic layers were dried over MgSO4, filtered and concentrated i... Starting materials: COC(=O)C(CNC(=O)C1CCN(c2cccc(NC3=NCCCN3)c2)CC1)NC(=O)OCc1ccccc1, CO, [Na+], [OH-], O=C(O)C(F)(F)F. Product: O=C(NC(CNC(=O)C1CCN(c2cccc(NC3=NCCCN3)c2)CC1)C(=O)O)OCc1ccccc1. RXN SMILES: [CH3:1][O:2][C:3]([CH:4]([CH2:5][NH:6][C:7](=[O:8])[CH:9]1[CH2:10][CH2:11][N:12]([c:15]2[cH:16][c:17]([NH:21][C:22]3=[N:27][CH2:26][CH2:25][CH2:24][NH:23]3)[cH:18][cH:19][cH:20]2)[CH2:13][CH2:14]1)[NH:28][C:29](=[O:30])[O:31][CH2:32][c:33]1[cH:34][cH:35][cH:36][cH:37][cH:38]1)=[O:39].[CH3:49][OH:50].[Na+:41].[OH-:40].[OH:42][C:43]([C:44]([F:45])([F:46])[F:47])=[O:48]>>[O:2]=[C:3]([CH:4]([CH2:5][NH:6][C:7](=[O:8])[CH:9]1[CH2:10][CH2:11][N:12]([c:15]2[cH:16][c:17]([NH:21][C:22]3=[N:27][CH2:26][CH2:25][CH2:24][NH:23]3)[cH:18][cH:19][cH:20]2)[CH2:13][CH2:14]1)[NH:28][C:29](=[O:30])[O:31][CH2:32][c:33]1[cH:34][cH:35][cH:36][cH:37][cH:38]1)[OH:39]. Yields the product FC1=C2C(=C(C(=NC2=CC(=C1)F)N1C(C=CC=C1)=O)C)N1CC2(CCOCC2)C2=CC=C(C=C12)N1CCOCC1 (1-(5,7-difluoro-3-methyl-4-(6-(4-morpholinyl)-2′,3′,5′,6′-tetrahydrospiro[indole-3,4′-pyran]-1(2H)-yl)-2-quinolinyl)-2(1H)-pyridinone). Reported procedure: Prepared according to procedure Y using 1-(4-bromo-5,7-difluoro-3-methylquinolin-2-yl)pyridin-2(1H)-one (35.0 mg, 0.100 mmol) and 6′-morpholino-1′,2,2′,3,5,6-hexahydrospiro[pyran-4,3′-pyrrolo[3,2-b]pyridine] in toluene to give 1-(5,7-difluoro-3-methyl-4-(6-(4-morpholinyl)-2′,3′,5′,6′-tetrahydrospiro[indole-3,4′-pyran]-1(2H)-yl)-2-quinolinyl)-2(1H)-pyridinone. 1H NMR (400 MHz, chloroform-d) δ ppm 8.41-8.47 (1H, m), 7.94-8.01 (1H, m), 7.74 (1H, d, J=2.3 Hz), 7.35 (1H, ddd, J=7.4, 5.0, 0.9 Hz), 7.2... Reaction SMILES: Br[C:2]1[C:11]2[C:6](=[CH:7][C:8]([F:13])=[CH:9][C:10]=2[F:12])[N:5]=[C:4]([N:14]2[CH:19]=[CH:18][CH:17]=[CH:16][C:15]2=[O:20])[C:3]=1[CH3:21].[O:22]1[CH2:27][CH2:26][N:25]([C:28]2[CH:29]=[C:30]3[NH:36][CH2:35][C:34]4([CH2:41][CH2:40][O:39][CH2:38][CH2:37]4)[C:31]3=N[CH:33]=2)[CH2:24][CH2:23]1.[C:42]1(C)C=CC=CC=1>>[F:12][C:10]1[CH:9]=[C:8]([F:13])[CH:7]=[C:6]2[C:11]=1[C:2]([N:36]1[C:30]3[C:31](=[CH:42][CH:33]=[C:28]([N:25]4[CH2:24][CH2:23][O:22][CH2:27][CH2:26]4)[CH:29]=3)[C:34]3([CH2:41][CH2:40][O:39][CH2:38][CH2:37]3)[CH2:35]1)=[C:3]([CH3:21])[C:4]([N:14]1[CH:19]=[CH:18][CH:17]=[CH:16][C:15]1=[O:20])=[N:5]2. Starting materials: BrC1=C(C(=NC2=CC(=CC(=C12)F)F)N1C(C=CC=C1)=O)C (1-(4-bromo-5,7-difluoro-3-methylquinolin-2-yl)pyridin-2(1H)-one), O1CCN(CC1)C=1C=C2C(=NC1)C1(CN2)CCOCC1 (6′-morpholino-1′,2,2′,3,5,6-hexahydrospiro[pyran-4,3′-pyrrolo[3,2-b]pyridine]), C1(=CC=CC=C1)C (toluene).